This data is from the Open Reaction Database (ORD), a public repository of structured organic reaction records. The task is: describe an organic reaction: reactants, conditions, products, and yield RXN SMILES: [Cl:1][C:2]1[CH:3]=[N:4][C:5]2[C:10]([CH:11]=1)=[CH:9][CH:8]=[C:7]([Cl:12])[C:6]=2C=O.C(=O)([O-])[O-].[Na+].[Na+].[Cl-].[OH:22][NH3+:23]>O>[Cl:1][C:2]1[CH:3]=[N:4][C:5]2[C:6](=[N:23][OH:22])[CH:7]([Cl:12])[CH:8]=[CH:9][C:10]=2[CH:11]=1 |f:1.2.3,4.5|. Procedure: 22.6 parts of 3,7-dichloroquinoline-8-carbaldehyde (Example 4) were dissolved in 300 parts of alcohol. 10.6 parts of sodium carbonate and 6.9 parts of hydroxylammonium chloride were added to this solution and the suspension was refluxed for 1 hour. 1,000 parts of water were then added and the precipitated solid was filtered off and dried. 23 parts of 3,7-dichloro-8-hydroxyiminoquinoline of melting point 202° C. were obtained. The yield corresponds to 96% of theory. Reactants: C([O-])([O-])=O.[Na+].[Na+] (sodium carbonate), [Cl-].O[NH3+] (hydroxylammonium chloride), ClC=1C=NC2=C(C(=CC=C2C1)Cl)C=O (3,7-dichloroquinoline-8-carbaldehyde). Yields the product ClC=1C=NC=2C(C(C=CC2C1)Cl)=NO (3,7-dichloro-8-hydroxyiminoquinoline). Solvent: O (water), alcohol. Starting materials: C(C)C1=CC=CC(=N1)C(=O)OC (methyl 6-ethylpyridine-2-carboxylate), BrN1C(CCC1=O)=O (N-bromosuccinimide). Reagents/catalysts: C(C1=CC=CC=C1)(=O)OOC(C1=CC=CC=C1)=O (benzoyl peroxide). Run in C(Cl)(Cl)(Cl)Cl (carbon tetrachloride). The product is BrC(C)C1=CC=CC(=N1)C(=O)OC (Methyl 6-(1-bromoethyl)pyridine-2-carboxylate). The yield is 80.9%. As a reaction SMILES: [CH2:1]([C:3]1[N:8]=[C:7]([C:9]([O:11][CH3:12])=[O:10])[CH:6]=[CH:5][CH:4]=1)[CH3:2].[Br:13]N1C(=O)CCC1=O>C(Cl)(Cl)(Cl)Cl.C(OOC(=O)C1C=CC=CC=1)(=O)C1C=CC=CC=1>[Br:13][CH:1]([C:3]1[N:8]=[C:7]([C:9]([O:11][CH3:12])=[O:10])[CH:6]=[CH:5][CH:4]=1)[CH3:2]. Procedure: To a solution of methyl 6-ethylpyridine-2-carboxylate (587 mg) in carbon tetrachloride (28.4 mL) were added N-bromosuccinimide (696 mg) and benzoyl peroxide (75%, 11.5 mg). The mixture was heated under reflux for 4 hours. The reaction mixture was allowed to cool to ambient temperature. The insoluble material was removed by filtration and the filtrate was concentrated under reduced pressure. The residue was purified by silica gel column chromatography (eluting solvent: ethyl acetate-hexane) to ob... Starting materials: O=C([O-])[O-], CS(C)=O, FC(F)(F)c1cnc(Cl)c(Cl)c1, Oc1ccc(Cl)cc1, [K+], [K+], O. Yields the product FC(F)(F)c1cnc(Oc2ccc(Cl)cc2)c(Cl)c1. As a reaction SMILES: [C:17](=[O:18])([O-:19])[O-:20].[CH3:13][S:14](=[O:15])[CH3:16].[Cl:1][c:2]1[n:3][cH:4][c:5]([C:9]([F:10])([F:11])[F:12])[cH:6][c:7]1[Cl:8].[Cl:23][c:24]1[cH:25][cH:26][c:27]([OH:30])[cH:28][cH:29]1.[K+:21].[K+:22].[OH2:31]>>[c:2]1([O:30][c:27]2[cH:26][cH:25][c:24]([Cl:23])[cH:29][cH:28]2)[n:3][cH:4][c:5]([C:9]([F:10])([F:11])[F:12])[cH:6][c:7]1[Cl:8]. Reactants: CN(C)C=O, Clc1nn2ccnc2c2ccccc12, [H-], [Na+], CC(C)(CO)CS(N)(=O)=O. Yields the product CC(C)(COc1nn2ccnc2c2ccccc12)CS(N)(=O)=O. Reaction SMILES: [CH3:27][N:28]([CH3:29])[CH:30]=[O:31].[Cl:13][c:14]1[n:15][n:16]2[c:17]([c:18]3[cH:19][cH:20][cH:21][cH:22][c:23]13)[n:24][cH:25][cH:26]2.[H-:1].[Na+:2].[OH:3][CH2:4][C:5]([CH2:6][S:7](=[O:8])(=[O:9])[NH2:10])([CH3:11])[CH3:12]>>[O:3]([CH2:4][C:5]([CH2:6][S:7](=[O:8])(=[O:9])[NH2:10])([CH3:11])[CH3:12])[c:14]1[n:15][n:16]2[c:17]([c:18]3[cH:19][cH:20][cH:21][cH:22][c:23]13)[n:24][cH:25][cH:26]2.